The task is: describe an organic reaction: reactants, conditions, products, and yield. This data is from the Open Reaction Database (ORD), a public repository of structured organic reaction records. Starting materials: C(CC(O)(C(=O)O)CC(=O)O)(=O)O (citric acid), C1(=CC=C(C=C1)CN1C=CC2=CC=CC(=C12)C(=O)N[C@@H](C)C1=CC=C(C(=O)OC)C=C1)C1=CC=CC=C1 (methyl 4-[(1S)-1-({[1-(biphenyl-4-ylmethyl)-1H-indol-7-yl]carbonyl}amino)ethyl]benzoate), CO (methanol), [OH-].[Na+] (sodium hydroxide). Run in C1CCOC1 (THF). Reaction conditions: temperature 65 celsius, time 2 hour. Yields the product C1(=CC=C(C=C1)CN1C=CC2=CC=CC(=C12)C(=O)N[C@@H](C)C1=CC=C(C(=O)O)C=C1)C1=CC=CC=C1 (4-[(1S)-1-({[1-(biphenyl-4-ylmethyl)-1H-indol-7-yl]carbonyl}amino)ethyl]benzoic acid). The yield is 85.8%. RXN SMILES: [C:1]1([C:32]2[CH:37]=[CH:36][CH:35]=[CH:34][CH:33]=2)[CH:6]=[CH:5][C:4]([CH2:7][N:8]2[C:16]3[C:11](=[CH:12][CH:13]=[CH:14][C:15]=3[C:17]([NH:19][C@H:20]([C:22]3[CH:31]=[CH:30][C:25]([C:26]([O:28]C)=[O:27])=[CH:24][CH:23]=3)[CH3:21])=[O:18])[CH:10]=[CH:9]2)=[CH:3][CH:2]=1.CO.[OH-].[Na+].C(O)(=O)CC(CC(O)=O)(C(O)=O)O>C1COCC1>[C:1]1([C:32]2[CH:33]=[CH:34][CH:35]=[CH:36][CH:37]=2)[CH:2]=[CH:3][C:4]([CH2:7][N:8]2[C:16]3[C:11](=[CH:12][CH:13]=[CH:14][C:15]=3[C:17]([NH:19][C@H:20]([C:22]3[CH:23]=[CH:24][C:25]([C:26]([OH:28])=[O:27])=[CH:30][CH:31]=3)[CH3:21])=[O:18])[CH:10]=[CH:9]2)=[CH:5][CH:6]=1 |f:2.3|. Procedure details: To methyl 4-[(1S)-1-({[1-(biphenyl-4-ylmethyl)-1H-indol-7-yl]carbonyl}amino)ethyl]benzoate (0.30 g) were added methanol (4.0 mL), THF (4.0 mL), and a 1 M aqueous sodium hydroxide solution (3.0 mL), followed by stirring at 65° C. for 2 hours and then at room temperature for 3 days. To the reaction mixture was added a 10% aqueous citric acid solution (4.0 mL), and the precipitated solid was collected by filtration, washed with water and a mixture of diethyl ether/hexane (1/1), and dried at 60° C. ...